The task is: describe an organic reaction: reactants, conditions, products, and yield. This data is from the Open Reaction Database (ORD), a public repository of structured organic reaction records. Starting materials: CN(C)CCS, CO, C[O-], Clc1ccc2nccn2n1, [Na+]. Yields the product CN(C)CCSc1ccc2nccn2n1. RXN SMILES: [CH3:1][N:2]([CH2:3][CH2:4][SH:5])[CH3:6].[CH3:20][OH:21].[CH3:7][O-:8].[Cl:10][c:11]1[cH:12][cH:13][c:14]2[n:15]([n:16]1)[cH:17][cH:18][n:19]2.[Na+:9]>>[CH3:1][N:2]([CH2:3][CH2:4][S:5][c:11]1[cH:12][cH:13][c:14]2[n:15]([n:16]1)[cH:17][cH:18][n:19]2)[CH3:6]. The reactants are [H-].[Na+] (sodium hydride), C(C)OC(=O)C1=C(N=C(N1CC1=CC2=C(OCO2)C=C1Cl)CCC)C=O (ethyl1-((6-chloro1,3-benzodioxol-5-yl)methyl)4-formyl2-propyl1H-imidazol-5-carboxylate). Reagents/catalysts: [Cl-].C(C1=CC=CC=C1)[P+](C1=CC=CC=C1)(C1=CC=CC=C1)C1=CC=CC=C1 (benzyltriphenyl phosphonium chloride). Solvent: O1CCCC1 (tetrahydrofuran), O1CCCC1 (tetrahydrofuran). Run at time 30 minute. Product: ClC=1C(=CC2=C(OCO2)C1)CN1C(=NC(=C1C(=O)OCC)\C=C\C1=CC=CC=C1)CCC (ethyl (E)1-((6-chloro1,3-benzodioxol-5-yl)methyl)4-(2-phenylethenyl)2-propyl1H-imidazol-5-carboxylate). Isolated yield 153.9%. RXN SMILES: [H-].[Na+].[CH2:3]([O:5][C:6]([C:8]1[N:12]([CH2:13][C:14]2[C:22]([Cl:23])=[CH:21][C:17]3[O:18][CH2:19][O:20][C:16]=3[CH:15]=2)[C:11]([CH2:24][CH2:25][CH3:26])=[N:10][C:9]=1[CH:27]=O)=[O:7])[CH3:4]>[Cl-].C([P+](C1C=CC=CC=1)(C1C=CC=CC=1)C1C=CC=CC=1)C1C=CC=CC=1.O1CCCC1>[Cl:23][C:22]1[C:14]([CH2:13][N:12]2[C:8]([C:6]([O:5][CH2:3][CH3:4])=[O:7])=[C:9](/[CH:27]=[CH:13]/[C:14]3[CH:22]=[CH:21][CH:17]=[CH:16][CH:15]=3)[N:10]=[C:11]2[CH2:24][CH2:25][CH3:26])=[CH:15][C:16]2[O:20][CH2:19][O:18][C:17]=2[CH:21]=1 |f:0.1,3.4|. Procedure: 150 mg of sodium hydride is added to a suspension containing 1.2 g of benzyltriphenyl phosphonium chloride in 30 ml of tetrahydrofuran. Agitation is carried out for 30 minutes, the reaction medium is cooled down to +10 C and 1 g of the aldehyde obtained in Example 44 in solution in tetrahydrofuran is added and agitation is continued for 2 hours at ambient temperature, followed by filtration, the organic phase is washed with tetrahydrofuran, the solvent is eliminated under reduced pressure and th... Starting materials: C(C)(C)C1=C(C(=CC=C1)C(C)C)NS(=O)(=O)CC(=O)NC=1N=NN(N1)CCCCCCCCCCCC (2-(2,6-Diisopropyl-phenylsulfamoyl)-N-(dodecyl-2-H-tetrazol-5-yl)-acetamide), C(CCCCCCCCCCC)O (dodecanol). Yields the product C(CCCCCCCCCCC)OC(CS(NC1=C(C=CC=C1C(C)C)C(C)C)(=O)=O)=O ((2,6-Diisopropylphenylsulfamoyl)-acetic Acid Dodecylester). RXN SMILES: [CH:1]([C:4]1[CH:9]=[CH:8][CH:7]=[C:6]([CH:10]([CH3:12])[CH3:11])[C:5]=1[NH:13][S:14]([CH2:17][C:18](NC1N=NN(CCCCCCCCCCCC)N=1)=[O:19])(=[O:16])=[O:15])([CH3:3])[CH3:2].[CH2:38]([OH:50])[CH2:39][CH2:40][CH2:41][CH2:42][CH2:43][CH2:44][CH2:45][CH2:46][CH2:47][CH2:48][CH3:49]>>[CH2:38]([O:50][C:18](=[O:19])[CH2:17][S:14](=[O:15])(=[O:16])[NH:13][C:5]1[C:6]([CH:10]([CH3:12])[CH3:11])=[CH:7][CH:8]=[CH:9][C:4]=1[CH:1]([CH3:2])[CH3:3])[CH2:39][CH2:40][CH2:41][CH2:42][CH2:43][CH2:44][CH2:45][CH2:46][CH2:47][CH2:48][CH3:49]. Reported procedure: This compound was prepared in the same manner as for the title compound of Example 2, except that 2-DAT was replaced with dodecanol, mp 58°-59° C.